This data is from the Open Reaction Database (ORD), a public repository of structured organic reaction records. The task is: describe an organic reaction: reactants, conditions, products, and yield Starting materials: N[C@H]([C@H](O)C1=CC=CC=C1)C(C)C ((1R,2S)-2-amino-1-phenyl-3-methyl-butanol), BrCCCCCBr (1,5-dibromopentane), N[C@H]([C@H](O)C1=CC=CC=C1)C1=CC=CC=C1 ((1R,2S)-2-amino-1,2-diphenyl-ethanol), BrCCCCBr (1,4-dibromobutane). Run in CCOC(=O)C (EtOAc), CCCCCC (n-Hexane). The product is C1(=CC=CC=C1)[C@H]([C@@H](N1CCCCC1)C1=CC=CC=C1)O ((1R,2S)-1,2-Diphenyl-2-piperidin-1-yl-ethanol). The yield is 91.0%. Reaction SMILES: N[C@@H:2]([CH:11](C)[CH3:12])[C@@H:3]([C:5]1C=CC=CC=1)O.[NH2:14][C@@H:15]([C:24]1[CH:29]=[CH:28][CH:27]=[CH:26][CH:25]=1)[C@@H:16]([C:18]1[CH:23]=[CH:22][CH:21]=[CH:20][CH:19]=1)[OH:17].BrCCCCBr.BrCCCCCBr>CCOC(C)=O.CCCCCC>[C:18]1([C@@H:16]([OH:17])[C@H:15]([C:24]2[CH:29]=[CH:28][CH:27]=[CH:26][CH:25]=2)[N:14]2[CH2:12][CH2:11][CH2:2][CH2:3][CH2:5]2)[CH:23]=[CH:22][CH:21]=[CH:20][CH:19]=1. Reported procedure: Repeat Step (a) of EXAMPLE 6, but replace (1R,2S)-2-amino-1-phenyl-3-methyl-butanol with (1R,2S)-2-amino-1,2-diphenyl-ethanol, and replace 1,4-dibromobutane with 1,5-dibromopentane. Column chromatography (Silica gel 50 g, eluent is n-Hexane:EtOAc=5:1) is used to purify the coarse product and a white solid (1.28 g) is obtained. The yield is 91% and the other analysis includes: Reactants: FC1=CC=C(C=C1)C1(OCC2=CC(=CC=C12)C#N)CCCOC1OCCCC1 (1-(4-fluorophenyl)-1-[3-(tetrahydropyranyloxy)propyl]-1,3-dihydro-5-isobenzofurancarbonitrile), O.C1(=CC=C(C=C1)S(=O)(=O)O)C (p-toluenesulfonic acid monohydrate). Run in CO (methanol). Reaction conditions: time 1 hour. Yields the product FC1=CC=C(C=C1)C1(OCC2=CC(=CC=C12)C#N)CCCO (1-(4-fluorophenyl)-1-(3-hydroxypropyl)-1,3-dihydro-5-isobenzofurancarbonitrile). Isolated yield 82.0%. RXN SMILES: [F:1][C:2]1[CH:7]=[CH:6][C:5]([C:8]2([CH2:19][CH2:20][CH2:21][O:22]C3CCCCO3)[C:16]3[C:11](=[CH:12][C:13]([C:17]#[N:18])=[CH:14][CH:15]=3)[CH2:10][O:9]2)=[CH:4][CH:3]=1.O.C1(C)C=CC(S(O)(=O)=O)=CC=1>CO>[F:1][C:2]1[CH:3]=[CH:4][C:5]([C:8]2([CH2:19][CH2:20][CH2:21][OH:22])[C:16]3[C:11](=[CH:12][C:13]([C:17]#[N:18])=[CH:14][CH:15]=3)[CH2:10][O:9]2)=[CH:6][CH:7]=1 |f:1.2|. Reported procedure: To a solution of 1-(4-fluorophenyl)-1-[3-(tetrahydropyranyloxy)propyl]-1,3-dihydro-5-isobenzofurancarbonitrile (1.5 g, 4.1 mmol) in methanol was added catalytic amount of p-toluenesulfonic acid monohydrate (60 mg) and the resulting mixture was stirred at room temperature for 1 h and then evaporated. Silica gel chromatography (heptane, EtOAc 5:1) gave the title product (1.0 g, 91%). 1H NMR (CDCl3) was identical with that obtained from 1-[(3-benzyloxy)propyl]-1-(4-fluorophenyl)-1,3-dihydro-5-isobe... The reactants are C1(=CC=CC=C1)C1=NC(=NC(=N1)C1=CC=CC=C1)Cl (4,6-diphenyl-2-chloro-s-triazine), C[O-].[Na+] (Sodium methoxide), Cl (hydrogen chloride), C1(O)=CC(O)=CC=C1 (resorcinol). The solvent is C=1(C(=CC=CC1)C)C (xylene), C1CCCS1(=O)=O (tetramethylene sulfone), CO (methanol). Conditions: temperature 118 celsius, time 6 hour. The product is C1(=CC=CC=C1)C1=NC(=NC(=N1)C1=CC=CC=C1)C1=C(C=C(C=C1)O)O (4,6-Diphenyl-2-(2,4-dihydroxyphenyl)-s-triazine). As a reaction SMILES: [C:1]1([C:7]2[N:12]=[C:11]([C:13]3[CH:18]=[CH:17][CH:16]=[CH:15][CH:14]=3)[N:10]=[C:9](Cl)[N:8]=2)[CH:6]=[CH:5][CH:4]=[CH:3][CH:2]=1.Cl.[C:21]1([CH:28]=[CH:27][CH:26]=[C:24]([OH:25])[CH:23]=1)[OH:22].C[O-].[Na+]>C1S(=O)(=O)CCC1.CO.C1(C)C(C)=CC=CC=1>[C:1]1([C:7]2[N:12]=[C:11]([C:13]3[CH:18]=[CH:17][CH:16]=[CH:15][CH:14]=3)[N:10]=[C:9]([C:26]3[CH:27]=[CH:28][C:21]([OH:22])=[CH:23][C:24]=3[OH:25])[N:8]=2)[CH:6]=[CH:5][CH:4]=[CH:3][CH:2]=1 |f:3.4|. Reported procedure: A 500 mL three-necked, round-bottomed flask equipped with a mechanical stirrer is charged with 60 g of xylene and 55.5 g (0.207) of 4,6-diphenyl-2-chloro-s-triazine. The mixture is warmed to 118° C. and the pressure is reduced to 300 mbar and 2.8 g of hydrogen chloride gas is charged to the system. The mixture is cooled to 80° C. and a solution of resorcinol (88.2 g, 0.802 mol) in 60 g of tetramethylene sulfone is added dropwise over a 7-minute period. The mixture is stirred at 80° C. for six ho... The reactants are C1CCOC1, CC(C)C[AlH]CC(C)C, CCOC(=O)C(C)C1CCN(c2cc(OC)c(Cl)cc2Cl)CC1. Yields the product COc1cc(N2CCC(C(C)CO)CC2)c(Cl)cc1Cl. As a reaction SMILES: [CH2:33]1[O:34][CH2:35][CH2:36][CH2:37]1.[CH3:24][CH:25]([CH2:26][AlH:27][CH2:28][CH:29]([CH3:30])[CH3:31])[CH3:32].[Cl:1][c:2]1[c:3]([N:11]2[CH2:12][CH2:13][CH:14]([CH:17]([C:18](=[O:19])[O:20][CH2:21][CH3:22])[CH3:23])[CH2:15][CH2:16]2)[cH:4][c:5]([O:9][CH3:10])[c:6]([Cl:8])[cH:7]1>>[Cl:1][c:2]1[c:3]([N:11]2[CH2:12][CH2:13][CH:14]([CH:17]([CH2:18][OH:19])[CH3:23])[CH2:15][CH2:16]2)[cH:4][c:5]([O:9][CH3:10])[c:6]([Cl:8])[cH:7]1. Starting materials: Cc1ccccc1, CO, CCOC(C)=O, Cc1c(C(=O)O)cc([N+](=O)[O-])cc1[N+](=O)[O-], [Na+], [OH-], O, O=S(=O)(O)O. Product: COC(=O)c1cc([N+](=O)[O-])cc([N+](=O)[O-])c1C. RXN SMILES: [CH3:22][c:23]1[cH:24][cH:25][cH:26][cH:27][cH:28]1.[CH3:31][OH:32].[CH3:33][CH2:34][O:35][C:36](=[O:37])[CH3:38].[CH3:6][c:7]1[c:8]([C:9](=[O:10])[OH:11])[cH:12][c:13]([N+:19](=[O:20])[O-:21])[cH:14][c:15]1[N+:16](=[O:17])[O-:18].[Na+:30].[OH-:29].[OH2:39].[S:1](=[O:2])(=[O:3])([OH:4])[OH:5]>>[CH3:6][c:7]1[c:8]([C:9]([O:10][CH3:22])=[O:11])[cH:12][c:13]([N+:19](=[O:20])[O-:21])[cH:14][c:15]1[N+:16](=[O:17])[O-:18]. Starting materials: Cl (HCl), BrC1=CC=C(C=C1)[C@H]1N=C(O[C@H]1C)C1=C(C=CC=C1F)F ((4R,5S)-4-(4-bromophenyl)-2-(2,6-difluorophenyl)-5-methyl-4,5-dihydro-1,3-oxazole), FC(OC1=CC=C(C=C1)B(O)O)(F)F (4-(trifluoromethoxy)benzeneboronic acid), C([O-])([O-])=O.[Na+].[Na+] (sodium carbonate). Reagents/catalysts: C1=CC=C(C=C1)P(C2=CC=CC=C2)C3=CC=CC=C3.C1=CC=C(C=C1)P(C2=CC=CC=C2)C3=CC=CC=C3.C1=CC=C(C=C1)P(C2=CC=CC=C2)C3=CC=CC=C3.C1=CC=C(C=C1)P(C2=CC=CC=C2)C3=CC=CC=C3.[Pd] (tetrakis(triphenylphosphine)palladium(O)). Solvent: O (water), C(C)OCC (diethyl ether), CCCCCC (hexane), C(C)O (ethyl alcohol). Reaction conditions: temperature 78 celsius, time 16 hour. Product: FC1=C(C(=CC=C1)F)C=1O[C@H]([C@H](N1)C1=CC=C(C=C1)C1=CC=C(C=C1)OC(F)(F)F)C ((4R,5S)-2-(2,6-difluorophenyl)-5-methyl-4-[4′-(trifluoromethoxy)-1,1′-biphenyl-4-yl]-4,5-dihydro-1,3-oxazole). Yield: 30.9%. Reaction SMILES: Br[C:2]1[CH:7]=[CH:6][C:5]([C@@H:8]2[C@H:12]([CH3:13])[O:11][C:10]([C:14]3[C:19]([F:20])=[CH:18][CH:17]=[CH:16][C:15]=3[F:21])=[N:9]2)=[CH:4][CH:3]=1.[F:22][C:23]([F:35])([F:34])[O:24][C:25]1[CH:30]=[CH:29][C:28](B(O)O)=[CH:27][CH:26]=1.C(=O)([O-])[O-].[Na+].[Na+].Cl>C1C=CC(P(C2C=CC=CC=2)C2C=CC=CC=2)=CC=1.C1C=CC(P(C2C=CC=CC=2)C2C=CC=CC=2)=CC=1.C1C=CC(P(C2C=CC=CC=2)C2C=CC=CC=2)=CC=1.C1C=CC(P(C2C=CC=CC=2)C2C=CC=CC=2)=CC=1.[Pd].C(OCC)C.CCCCCC.O.C(O)C>[F:21][C:15]1[CH:16]=[CH:17][CH:18]=[C:19]([F:20])[C:14]=1[C:10]1[O:11][C@@H:12]([CH3:13])[C@@H:8]([C:5]2[CH:6]=[CH:7][C:2]([C:28]3[CH:27]=[CH:26][C:25]([O:24][C:23]([F:22])([F:34])[F:35])=[CH:30][CH:29]=3)=[CH:3][CH:4]=2)[N:9]=1 |f:2.3.4,6.7.8.9.10|. Procedure details: A 20 mL round bottom flask equipped with a magnetic stirrer, reflux condenser with nitrogen inlet and thermocouple was charged with (4R,5S)-4-(4-bromophenyl)-2-(2,6-difluorophenyl)-5-methyl-4,5-dihydro-1,3-oxazole (100 mg, 0.284 mmol), 4-(trifluoromethoxy)benzeneboronic acid (70 mg, 0.341 mmol), sodium carbonate (60 mg, 0.566 mmol), tetrakis(triphenylphosphine)palladium(O) (20 mg, 0.017 mmol) and ethyl alcohol (4 mL). The reaction mixture was heated to 78° C. for 7 hours and then cooled to 25° C... Reactants: C(C)(C)(C)C=1C=C(C=CC1N1CCCC1)C=1C=C(C=CC1OCCCCO)C1=CC=C(C=C1)C(=O)OCC (ethyl 3″-tert-butyl-4′-(4-hydroxybutoxy)-4″-pyrrolidin-1-yl[1,1′;3′,1″]terphenyl-4-carboxylate), solid, [OH-].[Na+] (sodium hydroxide). Procedure: In a manner similar to that of Example 3, by reacting 100 mg of ethyl 3″-tert-butyl-4′-(4-hydroxybutoxy)-4″-pyrrolidin-1-yl[1,1′;3′,1″]terphenyl-4-carboxylate (0.18 mmol) with 0.3 mL of 1N sodium hydroxide solution. 50 mg of 3″-tert-butyl-4′-(4-hydroxybutoxy)-4″-pyrrolidin-1-yl[1,1′;3′,1″]terphenyl-4-carboxylic acid are obtained (yield=56%) in the form of a white solid (m.p.=206° C.). The product is C(C)(C)(C)C=1C=C(C=CC1N1CCCC1)C=1C=C(C=CC1OCCCCO)C1=CC=C(C=C1)C(=O)O (3″-tert-butyl-4′-(4-hydroxybutoxy)-4″-pyrrolidin-1-yl[1,1′;3′,1″]terphenyl-4-carboxylic acid). RXN SMILES: [C:1]([C:5]1[CH:6]=[C:7]([C:16]2[CH:17]=[C:18]([C:28]3[CH:33]=[CH:32][C:31]([C:34]([O:36]CC)=[O:35])=[CH:30][CH:29]=3)[CH:19]=[CH:20][C:21]=2[O:22][CH2:23][CH2:24][CH2:25][CH2:26][OH:27])[CH:8]=[CH:9][C:10]=1[N:11]1[CH2:15][CH2:14][CH2:13][CH2:12]1)([CH3:4])([CH3:3])[CH3:2].[OH-].[Na+]>>[C:1]([C:5]1[CH:6]=[C:7]([C:16]2[CH:17]=[C:18]([C:28]3[CH:33]=[CH:32][C:31]([C:34]([OH:36])=[O:35])=[CH:30][CH:29]=3)[CH:19]=[CH:20][C:21]=2[O:22][CH2:23][CH2:24][CH2:25][CH2:26][OH:27])[CH:8]=[CH:9][C:10]=1[N:11]1[CH2:12][CH2:13][CH2:14][CH2:15]1)([CH3:4])([CH3:2])[CH3:3] |f:1.2|. Yield: 57.0%. Reactants: Cl (hydrochloric acid), FC1=C(C=CC(=C1)F)C1(OC1)CN1N=CN=C1 (2-(2,4-difluorophenyl)-2-(1H-1,2,4-triazol-1-ylmethyl)oxirane), COC(CCS)=O (3-mercaptopropionic acid methyl ester), [H-].[Na+] (sodium hydride). Run in oil, CN(C=O)C (dimethylformamide), O (water). Conditions: time 15 minute. Product: FC1=C(C=CC(=C1)F)C(CN1N=CN=C1)(CS)O (2-(2,4-difluorophenyl)-3-mercapto-1-(1H-1,2,4-triazol-1-yl)propan-2-ol). Reaction SMILES: [F:1][C:2]1[CH:7]=[C:6]([F:8])[CH:5]=[CH:4][C:3]=1[C:9]1([CH2:12][N:13]2[CH:17]=[N:16][CH:15]=[N:14]2)[CH2:11][O:10]1.COC(=O)CC[SH:23].[H-].[Na+].Cl>O.CN(C)C=O>[F:1][C:2]1[CH:7]=[C:6]([F:8])[CH:5]=[CH:4][C:3]=1[C:9]([OH:10])([CH2:11][SH:23])[CH2:12][N:13]1[CH:17]=[N:16][CH:15]=[N:14]1 |f:2.3|. Reported procedure: To the solution of 2-(2,4-difluorophenyl)-2-(1H-1,2,4-triazol-1-ylmethyl)oxirane (8.0 g) and 3-mercaptopropionic acid methyl ester (11.2 ml) in dimethylformaide (160 ml) was added 60% sodium hydride suspension in oil (4.0 g), and the mixture was stirred for 15 minutes. 1N aqueous hydrochloric acid solution (101 ml) was added dropwise to adjust pH to 7, and dimethylformamide and water were evaporated off under reduced pressure. To the residue was added 20 ml of water, followed by extraction with ... RXN SMILES: [Br-:24].[Br:1][c:2]1[cH:3][c:4]([Cl:23])[c:5]([N+:20](=[O:21])[O-:22])[cH:6][c:7]1[O:8][CH2:9][c:10]1[c:11]([F:19])[c:12]([F:18])[cH:13][cH:14][c:15]1[O:16][CH3:17].[CH2:25]([CH3:26])[O:27][C:28]([CH2:29][CH2:30][CH2:31][Zn+:32])=[O:33].[ClH:34].[O:35]1[CH2:36][CH2:37][CH2:38][CH2:39]1.[cH:40]1[cH:41][cH:42][c:43]([P:44]([Pd:45]([P:46]([c:47]2[cH:48][cH:49][cH:50][cH:51][cH:52]2)([c:53]2[cH:54][cH:55][cH:56][cH:57][cH:58]2)[c:59]2[cH:60][cH:61][cH:62][cH:63][cH:64]2)([P:65]([c:66]2[cH:67][cH:68][cH:69][cH:70][cH:71]2)([c:72]2[cH:73][cH:74][cH:75][cH:76][cH:77]2)[c:78]2[cH:79][cH:80][cH:81][cH:82][cH:83]2)[P:84]([c:85]2[cH:86][cH:87][cH:88][cH:89][cH:90]2)([c:91]2[cH:92][cH:93][cH:94][cH:95][cH:96]2)[c:97]2[cH:98][cH:99][cH:100][cH:101][cH:102]2)([c:103]2[cH:104][cH:105][cH:106][cH:107][cH:108]2)[c:109]2[cH:110][cH:111][cH:112][cH:113][cH:114]2)[cH:115][cH:116]1>>[c:2]1([CH2:31][CH2:30][CH2:29][C:28]([O:27][CH2:25][CH3:26])=[O:33])[cH:3][c:4]([Cl:23])[c:5]([N+:20](=[O:21])[O-:22])[cH:6][c:7]1[O:8][CH2:9][c:10]1[c:11]([F:19])[c:12]([F:18])[cH:13][cH:14][c:15]1[O:16][CH3:17]. The reactants are [Br-], COc1ccc(F)c(F)c1COc1cc([N+](=O)[O-])c(Cl)cc1Br, CCOC(=O)CCC[Zn+], Cl, C1CCOC1, c1ccc(P(c2ccccc2)(c2ccccc2)[Pd](P(c2ccccc2)(c2ccccc2)c2ccccc2)(P(c2ccccc2)(c2ccccc2)c2ccccc2)P(c2ccccc2)(c2ccccc2)c2ccccc2)cc1. Yields the product CCOC(=O)CCCc1cc(Cl)c([N+](=O)[O-])cc1OCc1c(OC)ccc(F)c1F. The reactants are ClC1=CC(=CC=C1)C(=O)OO (3-chloroperbenzoic acid), FC1=CC=C(CN2C(=C(C3=CC(=CC=C23)C(=O)OCC)SC)C)C=C1 (ethyl 1-(4-fluorobenzyl)-2-methyl-3-(methylthio)-1H-indole-5-carboxylate), C([O-])(O)=O.[Na+] (sodium bicarbonate). The solvent is C(Cl)(Cl)Cl (chloroform). Conditions: time 1 hour. The product is FC1=CC=C(CN2C(=C(C3=CC(=CC=C23)C(=O)OCC)S(=O)C)C)C=C1 (ethyl 1-(4-fluorobenzyl)-2-methyl-3-(methylsulfinyl)-1H-indole-5-carboxylate). As a reaction SMILES: [F:1][C:2]1[CH:25]=[CH:24][C:5]([CH2:6][N:7]2[C:15]3[C:10](=[CH:11][C:12]([C:16]([O:18][CH2:19][CH3:20])=[O:17])=[CH:13][CH:14]=3)[C:9]([S:21][CH3:22])=[C:8]2[CH3:23])=[CH:4][CH:3]=1.ClC1C=CC=C(C(OO)=[O:34])C=1.C(=O)(O)[O-].[Na+]>C(Cl)(Cl)Cl>[F:1][C:2]1[CH:3]=[CH:4][C:5]([CH2:6][N:7]2[C:15]3[C:10](=[CH:11][C:12]([C:16]([O:18][CH2:19][CH3:20])=[O:17])=[CH:13][CH:14]=3)[C:9]([S:21]([CH3:22])=[O:34])=[C:8]2[CH3:23])=[CH:24][CH:25]=1 |f:2.3|. Procedure: A 300 mg portion of ethyl 1-(4-fluorobenzyl)-2-methyl-3-(methylthio)-1H-indole-5-carboxylate was dissolved in 3 ml of chloroform, and 203 mg of 3-chloroperbenzoic acid was added under ice-cooling, followed by stirring at the same temperature for 1 hour. A saturated sodium bicarbonate aqueous solution was added to the reaction liquid, followed by extraction with ethyl acetate. The organic layer was washed with saturated brine and then dried over anhydrous sodium sulfate. After evaporation of the ...